This data is from the Open Reaction Database (ORD), a public repository of structured organic reaction records. The task is: describe an organic reaction: reactants, conditions, products, and yield Starting materials: COC(=O)C1=NC(=NC(=C1)N)C1=C(C=C(C(=C1)F)Cl)F (6-Amino-2-(4-chloro-2,5-difluorophenyl)pyrimidine-4-carboxylic acid methyl ester), ClN1C(CCC1=O)=O (N-chlorosuccinimide). Solvent: C(C)#N (acetonitrile). Run at temperature 40 celsius. The product is COC(=O)C1=NC(=NC(=C1Cl)N)C1=C(C=C(C(=C1)F)Cl)F (6-Amino-5-chloro-2-(4-chloro-2,5-difluorophenyl)-pyrimidine-4-carboxylic acid methyl ester). The yield is 49.9%. Reaction SMILES: [CH3:1][O:2][C:3]([C:5]1[CH:10]=[C:9]([NH2:11])[N:8]=[C:7]([C:12]2[CH:17]=[C:16]([F:18])[C:15]([Cl:19])=[CH:14][C:13]=2[F:20])[N:6]=1)=[O:4].[Cl:21]N1C(=O)CCC1=O>C(#N)C>[CH3:1][O:2][C:3]([C:5]1[C:10]([Cl:21])=[C:9]([NH2:11])[N:8]=[C:7]([C:12]2[CH:17]=[C:16]([F:18])[C:15]([Cl:19])=[CH:14][C:13]=2[F:20])[N:6]=1)=[O:4]. Reported procedure: 6-Amino-2-(4-chloro-2,5-difluorophenyl)pyrimidine-4-carboxylic acid methyl ester (0.090 g, 0.3 mmol) and N-chlorosuccinimide (0.05 g, 0.37 mmol) were combined in 10 mL acetonitrile and heated at 40° C. for 18 hours. The reaction mixture was concentrated and the product purified by column chromatography (ethyl acetate/hexane gradient) to yield the title compound as an off-white solid (0.050 g, 50% yield): 1H NMR (CDCl3): δ 7.85 (dd, 1H), 7.22 (dd, 1H), 5.62 (br s, 2H), 4.01 (s, 3H). The reactants are C(C)OC(=O)C=1NC2=CC=C(C=C2C1)C1=CC=C(C=C1)C(C)(C)C (5-(4-tert-butylphenyl)indole-2-carboxylic acid ethyl ester), BrC1=CC(=C(C=C1)OC1CCCC1)[N+](=O)[O-] (4-Bromo-1-cyclopentoxy-2-nitrobenzene), ester. Product: C(C)(C)(C)C1=CC=C(C=C1)C=1C=C2C=C(N(C2=CC1)C1=CC(=C(C=C1)OC1CCCC1)[N+](=O)[O-])C(=O)O (5-(4-tert-Butylphenyl)-1-(4-cyclopentoxy-3-nitrophenyl)-1H-indole-2-carboxylic acid). As a reaction SMILES: C([O:3][C:4]([C:6]1[NH:7][C:8]2[C:13]([CH:14]=1)=[CH:12][C:11]([C:15]1[CH:20]=[CH:19][C:18]([C:21]([CH3:24])([CH3:23])[CH3:22])=[CH:17][CH:16]=1)=[CH:10][CH:9]=2)=[O:5])C.Br[C:26]1[CH:31]=[CH:30][C:29]([O:32][CH:33]2[CH2:37][CH2:36][CH2:35][CH2:34]2)=[C:28]([N+:38]([O-:40])=[O:39])[CH:27]=1>>[C:21]([C:18]1[CH:17]=[CH:16][C:15]([C:11]2[CH:12]=[C:13]3[C:8](=[CH:9][CH:10]=2)[N:7]([C:26]2[CH:31]=[CH:30][C:29]([O:32][CH:33]4[CH2:37][CH2:36][CH2:35][CH2:34]4)=[C:28]([N+:38]([O-:40])=[O:39])[CH:27]=2)[C:6]([C:4]([OH:5])=[O:3])=[CH:14]3)=[CH:20][CH:19]=1)([CH3:24])([CH3:22])[CH3:23]. Reported procedure: The title compound was prepared in accordance with Example 1(b) from 5-(4-tert-butylphenyl)indole-2-carboxylic acid ethyl ester (see Example 1(a)) and 4-bromo-1-cyclopentoxy-2-nitrobenzene (see step (a) above), followed by ester hydrolysis in accordance with the procedure described in Example 35, Method 3, step (b). As a reaction SMILES: [CH3:30][O:31][CH:32]1[CH2:33][NH:34][CH2:35]1.[ClH:29].[F:1][c:2]1[cH:3][c:4](-[c:8]2[n:9][n:10]3[c:11]([cH:12][c:13]([NH:16][C:17](=[O:18])[c:19]4[c:20]([C:25](=[O:26])[OH:27])[cH:21][n:22][n:23]4[CH3:24])[cH:14][cH:15]3)[n:28]2)[cH:5][cH:6][cH:7]1>>[F:1][c:2]1[cH:3][c:4](-[c:8]2[n:9][n:10]3[c:11]([cH:12][c:13]([NH:16][C:17](=[O:18])[c:19]4[c:20]([C:25](=[O:27])[N:34]5[CH2:33][CH:32]([O:31][CH3:30])[CH2:35]5)[cH:21][n:22][n:23]4[CH3:24])[cH:14][cH:15]3)[n:28]2)[cH:5][cH:6][cH:7]1. Yields the product COC1CN(C(=O)c2cnn(C)c2C(=O)Nc2ccn3nc(-c4cccc(F)c4)nc3c2)C1. Starting materials: COC1CNC1, Cl, Cn1ncc(C(=O)O)c1C(=O)Nc1ccn2nc(-c3cccc(F)c3)nc2c1. Starting materials: 139C, [Li+].[OH-] (LiOH), C(C)(C)(C)OC(CCC1=C(C=CC(=N1)CC(C(=O)O)NC(=O)OC(C)(C)C)F)=O (3-(6-(3-tert-Butoxy-3-oxopropyl)-5-fluoropyridin-2-yl)-2-(tert-butoxycarbonylamino)propanoic acid), Cl (HCl). Run in C1CCOC1 (THF), O (water), CCOC(=O)C (EtOAc). Conditions: temperature 0 celsius, time 2 hour. Product: C(C)(C)(C)OC(/C=C/C1=C(C=CC(=N1)CC(C(=O)O)NC(=O)OC(C)(C)C)F)=O ((E)-3-(6-(3-tert-butoxy-3-oxoprop-1-enyl)-5-fluoropyridin-2-yl)-2-(tert-butoxycarbonylamino)propanoic acid). Reaction SMILES: [C:1]([O:5][C:6](=[O:29])[CH2:7][CH2:8][C:9]1[N:14]=[C:13]([CH2:15][CH:16]([NH:20][C:21]([O:23][C:24]([CH3:27])([CH3:26])[CH3:25])=[O:22])[C:17]([OH:19])=[O:18])[CH:12]=[CH:11][C:10]=1[F:28])([CH3:4])([CH3:3])[CH3:2].[Li+].[OH-].Cl>C1COCC1.O.CCOC(C)=O>[C:1]([O:5][C:6](=[O:29])/[CH:7]=[CH:8]/[C:9]1[N:14]=[C:13]([CH2:15][CH:16]([NH:20][C:21]([O:23][C:24]([CH3:27])([CH3:26])[CH3:25])=[O:22])[C:17]([OH:19])=[O:18])[CH:12]=[CH:11][C:10]=1[F:28])([CH3:4])([CH3:2])[CH3:3] |f:1.2|. Procedure: 3-(6-(3-tert-Butoxy-3-oxopropyl)-5-fluoropyridin-2-yl)-2-(tert-butoxycarbonylamino)propanoic acid. To a solution of 139C (0.68 g, 1.551 mmol) in THF (10 mL) and water (3 mL) was added LiOH (0.074 g, 3.10 mmol) at 0° C. The reaction was stirred under argon at 0° C. for 2 hrs. 1.0 N HCl (3.1 mL) was added to neutralize the reaction. The reaction mixture was diluted with EtOAc, washed with H2O and brine. The organic phase was dried over magnesium sulfate, filtered and concentrated to give a tan sol...